describe an organic reaction: reactants, conditions, products, and yield From a dataset of the Open Reaction Database (ORD), a public repository of structured organic reaction records. Starting materials: CC(C)(C)O, CCOC(=O)C1CC(=O)C=C1CC, CC(C)(C)[O-], Cc1ccccc1, Cl[Cu], [Na+]. The product is CCOC(=O)C1CC(=O)CC1CC. As a reaction SMILES: [C:20]([OH:21])([CH3:22])([CH3:23])[CH3:24].[CH2:7]([CH3:8])[C:9]1=[CH:13][C:12](=[O:14])[CH2:11][CH:10]1[C:15](=[O:16])[O:17][CH2:18][CH3:19].[CH3:1][C:2]([CH3:3])([O-:4])[CH3:5].[CH3:25][c:26]1[cH:27][cH:28][cH:29][cH:30][cH:31]1.[Cl:32][Cu:33].[Na+:6]>>[CH2:7]([CH3:8])[CH:9]1[CH:10]([C:15](=[O:16])[O:17][CH2:18][CH3:19])[CH2:11][C:12](=[O:14])[CH2:13]1. As a reaction SMILES: [NH2:1][C:2]1[C:7]([C:8]([C:10]2[CH:15]=[C:14]([F:16])[CH:13]=[CH:12][C:11]=2[O:17][CH3:18])=[O:9])=[CH:6][N:5]=[C:4](S(CC)(=O)=O)[N:3]=1.[C:24]([O:28][C:29]([N:31]1[CH2:35][CH2:34][C@@H:33]([NH2:36])[CH2:32]1)=[O:30])([CH3:27])([CH3:26])[CH3:25]>>[C:24]([O:28][C:29]([N:31]1[CH2:35][CH2:34][C@@H:33]([NH:36][C:4]2[N:3]=[C:2]([NH2:1])[C:7]([C:8](=[O:9])[C:10]3[CH:15]=[C:14]([F:16])[CH:13]=[CH:12][C:11]=3[O:17][CH3:18])=[CH:6][N:5]=2)[CH2:32]1)=[O:30])([CH3:27])([CH3:25])[CH3:26]. The yield is 87.8%. Reported procedure: The same procedure was used as described in Example 9 starting from (4-amino-2-ethanesulfonyl-pyrimidin-5-yl)-(5-fluoro-2-methoxy-phenyl)-methanone (400 mg, 1.18 mmol, Example 48) and (R)-3-amino-pyrrolidine-1-carboxylic acid tert-butyl ester (233 mg, 1.25 mmol, Astatech), to give (R)-3-[4-amino-5-(5-fluoro-2-methoxy-benzoyl)-pyrimidin-2-ylamino]-pyrrolidine-1-carboxylic acid tert-butyl ester (447 mg). MS (M+H)+, 432. Reactants: NC1=NC(=NC=C1C(=O)C1=C(C=CC(=C1)F)OC)S(=O)(=O)CC ((4-amino-2-ethanesulfonyl-pyrimidin-5-yl)-(5-fluoro-2-methoxy-phenyl)-methanone), C(C)(C)(C)OC(=O)N1C[C@@H](CC1)N ((R)-3-amino-pyrrolidine-1-carboxylic acid tert-butyl ester). The product is C(C)(C)(C)OC(=O)N1C[C@@H](CC1)NC1=NC=C(C(=N1)N)C(C1=C(C=CC(=C1)F)OC)=O ((R)-3-[4-amino-5-(5-fluoro-2-methoxy-benzoyl)-pyrimidin-2-ylamino]-pyrrolidine-1-carboxylic acid tert-butyl ester). Starting materials: C(C)(C)(C)OC(=O)N1CCC2=C(CC1)C(=C(C=C2)Cl)SC(N(C)C)=O (3-tert-butoxycarbonyl-7-chloro-6-dimethylcarbamoylthio-2,3,4,5-tetrahydro-1H-benzo[d]azepine), FC1=C(CBr)C(=CC=C1)F (2,6-difluorobenzyl bromide). Reaction SMILES: C(OC([N:8]1[CH2:14][CH2:13][C:12]2[C:15]([S:20][C:21](=O)N(C)C)=[C:16]([Cl:19])[CH:17]=[CH:18][C:11]=2[CH2:10][CH2:9]1)=O)(C)(C)C.[F:26][C:27]1[CH:34]=[CH:33][CH:32]=[C:31]([F:35])[C:28]=1CBr>>[ClH:19].[Cl:19][C:16]1[CH:17]=[CH:18][C:11]2[CH2:10][CH2:9][NH:8][CH2:14][CH2:13][C:12]=2[C:15]=1[S:20][CH2:21][C:28]1[C:27]([F:26])=[CH:34][CH:33]=[CH:32][C:31]=1[F:35] |f:2.3|. Yields the product Cl.ClC1=C(C2=C(CCNCC2)C=C1)SCC1=C(C=CC=C1F)F (7-Chloro-6-(2,6-difluorobenzylthio-)2,3,4,5-tetrahydro-1H-benzo[d]azepine Hydrochloride). Reported procedure: Use a method similar to the Example 330, using 3-tert-butoxycarbonyl-7-chloro-6-dimethylcarbamoylthio-2,3,4,5-tetrahydro-1H-benzo[d]azepine and 2,6-difluorobenzyl bromide to give, after deprotection by the General Procedure 1-4, the title compound.